Dataset: the Open Reaction Database (ORD), a public repository of structured organic reaction records. Task: describe an organic reaction: reactants, conditions, products, and yield The reactants are C1(C=2C(C(N1)=O)=CC=CC2)=O (phthalimide), C1(=CC=CC=C1)P(C1=CC=CC=C1)C1=CC=CC=C1 (triphenylphosphine), N(=NC(=O)OCC)C(=O)OCC (diethyl azodicarboxylate), C(C)(C)(C)OC(=O)N1CCC(CC1)NC1=C(C=CC=C1)CO (1-(tert-Butoxycarbonyl)-4-[(2-hydroxymethylphenyl)amino]piperidine). Solvent: O1CCCC1 (tetrahydrofuran), O (water). Run at time 21 hour. Product: C(C)(C)(C)OC(=O)N1CCC(CC1)NC1=C(C=CC=C1)CN1C(C=2C(C1=O)=CC=CC2)=O (1-(tert-butoxycarbonyl)-4-[(2-phthalimidylmethylphenyl)amino]piperidine). The yield is 41.3%. Reaction SMILES: [C:1]([O:5][C:6]([N:8]1[CH2:13][CH2:12][CH:11]([NH:14][C:15]2[CH:20]=[CH:19][CH:18]=[CH:17][C:16]=2[CH2:21]O)[CH2:10][CH2:9]1)=[O:7])([CH3:4])([CH3:3])[CH3:2].[C:23]1(=[O:33])[NH:27][C:26](=[O:28])[C:25]2=[CH:29][CH:30]=[CH:31][CH:32]=[C:24]12.C1(P(C2C=CC=CC=2)C2C=CC=CC=2)C=CC=CC=1.N(C(OCC)=O)=NC(OCC)=O>O1CCCC1.O>[C:1]([O:5][C:6]([N:8]1[CH2:9][CH2:10][CH:11]([NH:14][C:15]2[CH:20]=[CH:19][CH:18]=[CH:17][C:16]=2[CH2:21][N:27]2[C:23](=[O:33])[C:24]3=[CH:32][CH:31]=[CH:30][CH:29]=[C:25]3[C:26]2=[O:28])[CH2:12][CH2:13]1)=[O:7])([CH3:4])([CH3:3])[CH3:2]. Reported procedure: 1-(tert-Butoxycarbonyl)-4-[(2-hydroxymethylphenyl)amino]piperidine (716 mg) was dissolved in tetrahydrofuran (7 ml), added with phthalimide (349 mg), triphenylphosphine (736 mg) and diethyl azodicarboxylate (0.43 ml) and stirred at room temperature for 21 hours. The reaction mixture was added with water (10 ml) and extracted twice with dichloromethane (10 ml). The organic layer was dried over anhydrous magnesium sulfate, and then the solvent was evaporated under reduced pressure. The residue was... The reactants are CC(=O)OC1COCC1OC(=O)C(C)Br, CCOC(C)=O, Nc1cc(N2C(=O)C3=C(CCCC3)C2=O)c(F)cc1Cl, [Na+], O=C([O-])O, Cc1ccccc1C. The product is CC(=O)OC1COCC1OC(=O)C(C)Nc1cc(N2C(=O)C3=C(CCCC3)C2=O)c(F)cc1Cl. As a reaction SMILES: [Br:21][CH:22]([C:23](=[O:24])[O:25][CH:26]1[CH2:27][O:28][CH2:29][CH:30]1[O:31][C:32]([CH3:33])=[O:34])[CH3:35].[CH3:49][CH2:50][O:51][C:52](=[O:53])[CH3:54].[NH2:1][c:2]1[c:3]([Cl:20])[cH:4][c:5]([F:19])[c:6]([N:8]2[C:9](=[O:18])[C:10]3=[C:11]([C:12]2=[O:13])[CH2:14][CH2:15][CH2:16][CH2:17]3)[cH:7]1.[Na+:36].[OH:37][C:38](=[O:39])[O-:40].[c:41]1([CH3:42])[c:43]([CH3:44])[cH:45][cH:46][cH:47][cH:48]1>>[NH:1]([c:2]1[c:3]([Cl:20])[cH:4][c:5]([F:19])[c:6]([N:8]2[C:9](=[O:18])[C:10]3=[C:11]([C:12]2=[O:13])[CH2:14][CH2:15][CH2:16][CH2:17]3)[cH:7]1)[CH:22]([C:23](=[O:24])[O:25][CH:26]1[CH2:27][O:28][CH2:29][CH:30]1[O:31][C:32]([CH3:33])=[O:34])[CH3:35]. The reactants are ClC1=CC=C(C=C1)C=C1CSCC(C1=O)=CC1=CC=C(C=C1)Cl (tetrahydro-3,5-bis-[(4-chlorophenyl)methylene]-4H-thiopyran-4-one), C(CC)NN (n-propyl hydrazine), C1(O)=CC=C(O)C=C1 (hydroquinone). Run in ClC(C)Cl (dichloroethane). The product is ClC1=CC=C(C=C1)C1C2C(=NN1CCC)C(CSC2)=CC2=CC=C(C=C2)Cl (3-(4-Chlorophenyl)-7-[(4-chlorophenyl)methylene]-2,3,3a,4,6,7-hexahydro-2-propylthiopyrano[4,3-c]pyrazole). Yield: 40.4%. Reaction SMILES: [Cl:1][C:2]1[CH:7]=[CH:6][C:5]([CH:8]=[C:9]2[C:14](=O)[C:13](=[CH:16][C:17]3[CH:22]=[CH:21][C:20]([Cl:23])=[CH:19][CH:18]=3)[CH2:12][S:11][CH2:10]2)=[CH:4][CH:3]=1.[CH2:24]([NH:27][NH2:28])[CH2:25][CH3:26].C1(C=CC(O)=CC=1)O>ClC(Cl)C>[Cl:1][C:2]1[CH:7]=[CH:6][C:5]([CH:8]2[N:27]([CH2:24][CH2:25][CH3:26])[N:28]=[C:14]3[C:13](=[CH:16][C:17]4[CH:22]=[CH:21][C:20]([Cl:23])=[CH:19][CH:18]=4)[CH2:12][S:11][CH2:10][CH:9]23)=[CH:4][CH:3]=1. Procedure details: A mixture of 6.0g of tetrahydro-3,5-bis-[(4-chlorophenyl)methylene]-4H-thiopyran-4-one, 1.3g of n-propyl hydrazine, and 100mg of hydroquinone in 100ml of dichloroethane is heated at reflux temperature for 2.5 hours and allowed to cool to room temperature. The reaction mixture is washed with dilute hydrochloric acid and water, and then dried over calcium chloride. After the solvent is removed in vacuo, the residue is chromatographed on a dry packed neutral alumina column (Activity I). The fractio... Starting materials: ClC1=CC=C(C=C1)N1C(N(C(C(=C1O)C(=O)OCC)=O)CC1=CC=CC=C1)=O (Ethyl 1-(4-chlorophenyl)-6-hydroxy-2,4-dioxo-3-(phenylmethyl)-1,2,3,4-tetrahydro-5-pyrimidinecarboxylate), ClC1=CC=C(C=C1)N=C=O (4-Chlorophenyl isocyanate), Cl (hydrochloric acid), C1(=CC=CC=C1)CNC(=O)C(C(=O)OCC)C(=O)OCC (Diethyl {[(phenylmethyl)amino]carbonyl}propanedioate), [H-].[Na+] (sodium hydride). The solvent is O1CCCC1 (tetrahydrofuran). Reaction conditions: time 10 minute. Product: ClC1=CC=C(C=C1)N1C(N(C(C(=C1O)C(=O)NCC(=O)O)=O)CC1=CC=CC=C1)=O (N-{[1-(4-Chlorophenyl)-6-hydroxy-2,4-dioxo-3-(phenylmethyl)-1,2,3,4-tetrahydro-5-pyrimidinyl]carbonyl}glycine). The yield is 56.0%. Reaction SMILES: [Cl:1][C:2]1[CH:7]=[CH:6][C:5]([N:8]2[C:13]([OH:14])=[C:12]([C:15](OCC)=[O:16])[C:11](=[O:20])[N:10]([CH2:21][C:22]3[CH:27]=[CH:26][CH:25]=[CH:24][CH:23]=3)[C:9]2=[O:28])=[CH:4][CH:3]=1.C1(CNC([CH:39](C(OCC)=O)[C:40]([O:42]CC)=[O:41])=O)C=CC=CC=1.[H-].[Na+].ClC1C=CC([N:59]=C=O)=CC=1.Cl>O1CCCC1>[Cl:1][C:2]1[CH:3]=[CH:4][C:5]([N:8]2[C:13]([OH:14])=[C:12]([C:15]([NH:59][CH2:39][C:40]([OH:42])=[O:41])=[O:16])[C:11](=[O:20])[N:10]([CH2:21][C:22]3[CH:27]=[CH:26][CH:25]=[CH:24][CH:23]=3)[C:9]2=[O:28])=[CH:6][CH:7]=1 |f:2.3|. Procedure details: Ethyl 1-(4-chlorophenyl)-6-hydroxy-2,4-dioxo-3-(phenylmethyl)-1,2,3,4-tetrahydro-5-pyrimidinecarboxylate. Diethyl {[(phenylmethyl)amino]carbonyl}propanedioate (293 mg, 1.0 mmoles) was added to a suspension of sodium hydride (60% suspension in mineral oil, 100 mg, 2.5 mmoles) in dry tetrahydrofuran (50 mL) and stirred for 10 minutes under argon. 4-Chlorophenyl isocyanate was added and the mixture was heated under reflux for 2 hours, cooled, acidified with 1 molar hydrochloric acid and extracted w... The reactants are COC(CC(C(=O)OCC)C(=O)OCC)OC (Diethyl (2,2-dimethoxyethyl)malonate), [H-].[Al+3].[Li+].[H-].[H-].[H-] (lithium aluminum hydride), O (water), [OH-].[Na+] (NaOH), O (water). The solvent is CCOCC (ether). Conditions: time 15 minute. The product is COC(CC(CO)CO)OC (4,4-Dimethoxy-2-(hydroxymethyl)butanol). The yield is 66.5%. Reaction SMILES: [CH3:1][O:2][CH:3]([O:16][CH3:17])[CH2:4][CH:5]([C:11](OCC)=[O:12])[C:6](OCC)=[O:7].[H-].[Al+3].[Li+].[H-].[H-].[H-].O.[OH-].[Na+]>CCOCC>[CH3:17][O:16][CH:3]([O:2][CH3:1])[CH2:4][CH:5]([CH2:11][OH:12])[CH2:6][OH:7] |f:1.2.3.4.5.6,8.9|. Reported procedure: Diethyl (2,2-dimethoxyethyl)malonate (115.0 g, 0.46 mol) was added to a suspension of lithium aluminum hydride (38.0 g, 1.00 mol) in 400 ml of dry ether at a rate to maintain a gentle reflux. After stirring for 15 min. 40 ml of water, 40 ml of 15% aqueous NaOH, and 120 ml of water were added and stirring was continued until a white suspension was obtained. The inorganic salts were filtered off and extracted with several 200 ml portions of tetrahydrofuran (THF). The combined organic extracts were... The reactants are BrC1=C(C=CC(=C1)F)S(=O)(=O)NC1=CC=C2C=3C=CN=NC3COC2=C1C(=O)OC (methyl 7-(2-bromo-4-fluorobenzenesulfonylamino)-10H-9-oxa-1,2-diazaphenanthrene-8-carboxylate), BrC1=C(C=CC(=C1)F)S(=O)(=O)NC1=CC=C2C=3C=CN=NC3COC2=C1C(=O)OC (methyl 7-(2-bromo-4-fluorobenzenesulfonylamino)-10H-9-oxa-1,2-diazaphenanthrene-8-carboxylate), C(C)N(C\C=C/[Sn](CCCC)(CCCC)CCCC)CC (N,N-diethyl-N—((Z)-1-tributylstannanylprop-1-en-3-yl)-amine), C(C)N(C\C=C/[Sn](CCCC)(CCCC)CCCC)CC (N,N-diethyl-N—((Z)-1-tributylstannanylprop-1-en-3-yl)-amine), F[B-](F)(F)F.C(C)(C)(C)[PH+](C(C)(C)C)C(C)(C)C (tri-tert-butylphosphonium tetrafluoroborate), C(C)N(C\C=C/[Sn](CCCC)(CCCC)CCCC)CC (N,N-diethyl-N—((Z)-1-tributylstannanylprop-1-en-3-yl)-amine), C(C)N(C\C=C/[Sn](CCCC)(CCCC)CCCC)CC (N,N-diethyl-N—((Z)-1-tributylstannanylprop-1-en-3-yl)-amine), F[B-](F)(F)F.C(C)(C)(C)[PH+](C(C)(C)C)C(C)(C)C (tri-tert-butylphosphonium tetrafluoroborate). The reagents and catalysts are C=1C=CC(=CC1)/C=C/C(=O)/C=C/C2=CC=CC=C2.C=1C=CC(=CC1)/C=C/C(=O)/C=C/C2=CC=CC=C2.C=1C=CC(=CC1)/C=C/C(=O)/C=C/C2=CC=CC=C2.[Pd].[Pd] (tris(dibenzylidene-acetone)dipalladium(0)), C=1C=CC(=CC1)/C=C/C(=O)/C=C/C2=CC=CC=C2.C=1C=CC(=CC1)/C=C/C(=O)/C=C/C2=CC=CC=C2.C=1C=CC(=CC1)/C=C/C(=O)/C=C/C2=CC=CC=C2.[Pd].[Pd] (tris(dibenzylideneacetone)dipalladium(0)). Solvent: O1CCOCC1 (dioxan), CS(=O)C (DMSO), C(C)(=O)OCC (ethyl acetate). Run at temperature 95 celsius. Product: C(C)N(C\C=C/C1=C(C=CC(=C1)F)S(=O)(=O)NC1=CC=C2C=3C=CN=NC3COC2=C1C(=O)OC)CC (methyl 7-[2-((Z)-3-diethylaminoprop-1-enyl)-4-fluorobenzenesulfonylamino]-10H-9-oxa-1,2-diazaphenanthrene-8-carboxylate). The yield is 58.9%. RXN SMILES: Br[C:2]1[CH:7]=[C:6]([F:8])[CH:5]=[CH:4][C:3]=1[S:9]([NH:12][C:13]1[C:26]([C:27]([O:29][CH3:30])=[O:28])=[C:25]2[C:16]([C:17]3[CH:18]=[CH:19][N:20]=[N:21][C:22]=3[CH2:23][O:24]2)=[CH:15][CH:14]=1)(=[O:11])=[O:10].[CH2:31]([N:33]([CH2:50][CH3:51])[CH2:34]/[CH:35]=[CH:36]\[Sn](CCCC)(CCCC)CCCC)[CH3:32].F[B-](F)(F)F.C([PH+](C(C)(C)C)C(C)(C)C)(C)(C)C>O1CCOCC1.CS(C)=O.C(OCC)(=O)C.C1C=CC(/C=C/C(/C=C/C2C=CC=CC=2)=O)=CC=1.C1C=CC(/C=C/C(/C=C/C2C=CC=CC=2)=O)=CC=1.C1C=CC(/C=C/C(/C=C/C2C=CC=CC=2)=O)=CC=1.[Pd].[Pd]>[CH2:31]([N:33]([CH2:50][CH3:51])[CH2:34]/[CH:35]=[CH:36]\[C:2]1[CH:7]=[C:6]([F:8])[CH:5]=[CH:4][C:3]=1[S:9]([NH:12][C:13]1[C:26]([C:27]([O:29][CH3:30])=[O:28])=[C:25]2[C:16]([C:17]3[CH:18]=[CH:19][N:20]=[N:21][C:22]=3[CH2:23][O:24]2)=[CH:15][CH:14]=1)(=[O:11])=[O:10])[CH3:32] |f:2.3,7.8.9.10.11|. Reported procedure: A mixture of methyl 7-(2-bromo-4-fluorobenzenesulfonylamino)-10H-9-oxa-1,2-diazaphenanthrene-8-carboxylate (Intermediate 5, 0.403 g), N,N-diethyl-N—((Z)-1-tributylstannanylprop-1-en-3-yl)-amine (Intermediate 2, 0.656 g), tris(dibenzylidene-acetone)dipalladium(0) (0.037 g) and tri-tert-butylphosphonium tetrafluoroborate (0.024 g) in dioxan (10 mL) and DMSO (1 mL) was stirred and heated at 95° C. under nitrogen for 90 minutes. Further N,N-diethyl-N—((Z)-1-tributylstannanylprop-1-en-3-yl)-amine (In...